This data is from the Open Reaction Database (ORD), a public repository of structured organic reaction records. The task is: describe an organic reaction: reactants, conditions, products, and yield Reactants: COC(=O)OC, [Cl-], Cl, [H-], COc1cc(OC)nc(N)n1, [Na+], [Na+], C1CCOC1. Yields the product COC(=O)Nc1nc(OC)cc(OC)n1. RXN SMILES: [CH3:14][O:15][C:16]([O:17][CH3:19])=[O:18].[Cl-:22].[ClH:20].[H-:12].[NH2:1][c:2]1[n:3][c:4]([O:10][CH3:11])[cH:5][c:6]([O:8][CH3:9])[n:7]1.[Na+:13].[Na+:21].[O:23]1[CH2:24][CH2:25][CH2:26][CH2:27]1>>[NH:1]([c:2]1[n:3][c:4]([O:10][CH3:11])[cH:5][c:6]([O:8][CH3:9])[n:7]1)[C:16]([O:15][CH3:14])=[O:17]. The reactants are FC1=C(C=CC(=C1)F)N1N=CN=C1C1=CC=2CCOC3=C(C2S1)N=C(C=C3)N3C[C@H](N([C@H](C3)C)C(C(F)(F)F)=O)C (1-((2R,6S)-4-{2-[2-(2,4-Difluoro-phenyl)-2H-[1,2,4]triazol-3-yl]-4,5-dihydro-6-oxa-1-thia-10-aza-benzo[e]azulen-9-yl}-2,6-dimethyl-piperazin-1-yl)-2,2,2,-trifluoro-ethanone), B.CSC (borane dimethylsulfane). The solvent is O1CCCC1 (tetrahydrofuran). Run at temperature 50 celsius, time 30 minute. Yields the product FC1=C(C=CC(=C1)F)N1N=CN=C1C1=CC=2CCOC3=C(C2S1)N=C(C=C3)N3C[C@H](N([C@H](C3)C)CC(F)(F)F)C (2-[2-(2,4-Difluoro-phenyl)-2H-[1,2,4]triazol-3-yl]-9-[(3R,5S)-3,5-dimethyl-4-(2,2,2-trifluoro-ethyl)-piperazin-1-yl]-4,5-dihydro-6-oxa-1-thia-10-aza-benzo[e]azulene). Yield: 61.2%. Reaction SMILES: [F:1][C:2]1[CH:7]=[C:6]([F:8])[CH:5]=[CH:4][C:3]=1[N:9]1[C:13]([C:14]2[S:23][C:22]3[C:21]4[N:24]=[C:25]([N:28]5[CH2:33][C@H:32]([CH3:34])[N:31]([C:35](=O)[C:36]([F:39])([F:38])[F:37])[C@H:30]([CH3:41])[CH2:29]5)[CH:26]=[CH:27][C:20]=4[O:19][CH2:18][CH2:17][C:16]=3[CH:15]=2)=[N:12][CH:11]=[N:10]1.B.CSC>O1CCCC1>[F:1][C:2]1[CH:7]=[C:6]([F:8])[CH:5]=[CH:4][C:3]=1[N:9]1[C:13]([C:14]2[S:23][C:22]3[C:21]4[N:24]=[C:25]([N:28]5[CH2:33][C@H:32]([CH3:34])[N:31]([CH2:35][C:36]([F:37])([F:38])[F:39])[C@H:30]([CH3:41])[CH2:29]5)[CH:26]=[CH:27][C:20]=4[O:19][CH2:18][CH2:17][C:16]=3[CH:15]=2)=[N:12][CH:11]=[N:10]1 |f:1.2|. Reported procedure: To a solution of compound 316 (100 mg, 0.17 mmol) in tetrahydrofuran (5 mL) was added a solution of borane/dimethylsulfane (10 mol/L, 2 mL) dropwise at 0° C. After the addition was completed, the reaction mixture was stirred at that temperature for 30 min and then allowed to warm to 50° C. After stirred for another 1 hour the reaction mixture was quenched by adding 15 mL of methanol and 5 mL of 1 M HCl aqueous solution slowly. The mixture was stirred at room temperature for 2 hours before concen... Reactants: N1(CCOCC1)C1=CC=C(C=N1)N (6-morpholin-4-yl-pyridin-3-ylamine), NC=1C=CC(=NC1)N1CC(CC1)O (1-(5-amino-pyridin-2-yl)-pyrrolidin-3-ol), ClC1=NC=C(C=C1)[N+](=O)[O-] (2-chloro-5-nitro-pyridine), N1C[C@H](CC1)O ((S)-pyrrolidin-3-ol). The product is NC=1C=CC(=NC1)N1C[C@H](CC1)O ((S)-1-(5-amino-pyridin-2-yl)-pyrrolidin-3-ol). RXN SMILES: [N:1]1([C:7]2[N:12]=[CH:11][C:10]([NH2:13])=[CH:9][CH:8]=2)[CH2:6][CH2:5][O:4][CH2:3][CH2:2]1.NC1C=CC(N2CCC(O)C2)=NC=1.ClC1C=CC([N+]([O-])=O)=CN=1.N1CC[C@H](O)C1>>[NH2:13][C:10]1[CH:9]=[CH:8][C:7]([N:1]2[CH2:6][CH2:5][C@H:3]([OH:4])[CH2:2]2)=[N:12][CH:11]=1. Procedure: With a method similar to that used for the preparation of 6-morpholin-4-yl-pyridin-3-ylamine above, 1-(5-amino-pyridin-2-yl)-pyrrolidin-3-ol was prepared from 2-chloro-5-nitro-pyridine and (S)-pyrrolidin-3-ol. LCMS calcd for C9H13N3O (m/e) 179, obsd 180 (M+H). Reactants: CC(CCl)CBr, Oc1cc(F)c(F)cc1F. Product: CC(CCl)COc1cc(F)c(F)cc1F. As a reaction SMILES: [Br:11][CH2:12][CH:13]([CH2:14][Cl:15])[CH3:16].[F:1][c:2]1[c:3]([OH:10])[cH:4][c:5]([F:9])[c:6]([F:8])[cH:7]1>>[F:1][c:2]1[c:3]([O:10][CH2:12][CH:13]([CH2:14][Cl:15])[CH3:16])[cH:4][c:5]([F:9])[c:6]([F:8])[cH:7]1. Reactants: C1(CC1)ON=C(C(=O)O)C1=NSC(=N1)NC(C1=CC=CC=C1)(C1=CC=CC=C1)C1=CC=CC=C1 (2-cyclopropyloxyimino-2-(5-tritylamino-1,2,4-thiadiazol-3-yl)acetic acid), FC(C(=O)O)(F)F (trifluoroacetic acid). The solvent is C1(=CC=CC=C1)OC (anisole). Reaction conditions: time 2 hour. The product is NC1=NC(=NS1)C(C(=O)O)=NOC1CC1 (2-(5-amino-1,2,4-thiadiazol-3-yl)-2-(cyclopropyloxyimino)acetic acid). RXN SMILES: [CH:1]1([O:4][N:5]=[C:6]([C:10]2[N:14]=[C:13]([NH:15]C(C3C=CC=CC=3)(C3C=CC=CC=3)C3C=CC=CC=3)[S:12][N:11]=2)[C:7]([OH:9])=[O:8])[CH2:3][CH2:2]1.FC(F)(F)C(O)=O>C1(OC)C=CC=CC=1>[NH2:15][C:13]1[S:12][N:11]=[C:10]([C:6](=[N:5][O:4][CH:1]2[CH2:3][CH2:2]2)[C:7]([OH:9])=[O:8])[N:14]=1. Procedure details: To a solution of 2-cyclopropyloxyimino-2-(5-tritylamino-1,2,4-thiadiazol-3-yl)acetic acid (syn isomer)(1 g) in anisole (2 ml) was added trifluoroacetic acid (8 ml) under ice-cooling. After stirring for 2 hours at ambient temperature, the mixture was concentrated in vacuo. The residue was poured into ice-water (50 ml). The mixture was adjusted to pH 7 with saturated aqueous solution of sodium bicarbonate and an insoluble material was filtered off. After washing with a mixture of ethyl acetate and... Starting materials: Brc1cnc(N2CCCCC2)nc1, [Li]CCCC, C1CCOC1, CCCCCC, COB(OC)OC, CC(=O)O, [Na+], OO, O=S([O-])O. Yields the product Oc1cnc(N2CCCCC2)nc1. RXN SMILES: [Br:1][c:2]1[cH:3][n:4][c:5]([N:8]2[CH2:9][CH2:10][CH2:11][CH2:12][CH2:13]2)[n:6][cH:7]1.[CH2:14]([Li:15])[CH2:16][CH2:17][CH3:18].[CH2:43]1[O:44][CH2:45][CH2:46][CH2:47]1.[CH3:19][CH2:20][CH2:21][CH2:22][CH2:23][CH3:24].[CH3:25][O:26][B:27]([O:28][CH3:29])[O:30][CH3:31].[CH3:32][C:33](=[O:34])[OH:35].[Na+:42].[OH:36][OH:37].[S:38](=[O:39])([OH:40])[O-:41]>>[c:2]1([OH:26])[cH:3][n:4][c:5]([N:8]2[CH2:9][CH2:10][CH2:11][CH2:12][CH2:13]2)[n:6][cH:7]1. Starting materials: Br.ClC1=C2CCNCC2=C(C(=C1O)O)Cl (5,8-Dichloro-1,2,3,4-tetrahydroisoquinoline-6,7-diol hydro bromide), C(=O)([O-])[O-].[Cs+].[Cs+] (Cs2CO3), C=1C=CC2=C(C1)N=NN2O (HOBt), CC1=NC(=CC=C1/C=C/C(=O)O)C(F)(F)F ((E)-3-(2-methyl-6-(trifluoromethyl)pyridin-3-yl)acrylic acid), CCN=C=NCCCN(C)C.Cl (EDC.HCl). Reagents/catalysts: CN(C)C=1C=CN=CC1 (DMAP). Run in O (water), CN(C)C=O (DMF). Conditions: time 12 hour. Yields the product ClC1=C2CCN(CC2=C(C(=C1O)O)Cl)C(\C=C\C=1C(=NC(=CC1)C(F)(F)F)C)=O ((E)-1-(5,8-dichloro-6,7-dihydroxy-3,4-dihydroisoquinolin-2(1H)-yl)-3-(2-methyl-6-(trifluoromethyl)pyridin-3-yl)prop-2-en-1-one). Yield: 10.9%. RXN SMILES: Br.[Cl:2][C:3]1[C:12]([OH:13])=[C:11]([OH:14])[C:10]([Cl:15])=[C:9]2[C:4]=1[CH2:5][CH2:6][NH:7][CH2:8]2.[CH3:16][C:17]1[C:22](/[CH:23]=[CH:24]/[C:25](O)=[O:26])=[CH:21][CH:20]=[C:19]([C:28]([F:31])([F:30])[F:29])[N:18]=1.CCN=C=NCCCN(C)C.Cl.C1C=CC2N(O)N=NC=2C=1.C([O-])([O-])=O.[Cs+].[Cs+]>CN(C1C=CN=CC=1)C.CN(C=O)C.O>[Cl:2][C:3]1[C:12]([OH:13])=[C:11]([OH:14])[C:10]([Cl:15])=[C:9]2[C:4]=1[CH2:5][CH2:6][N:7]([C:25](=[O:26])/[CH:24]=[CH:23]/[C:22]1[C:17]([CH3:16])=[N:18][C:19]([C:28]([F:29])([F:30])[F:31])=[CH:20][CH:21]=1)[CH2:8]2 |f:0.1,3.4,6.7.8|. Reported procedure: 5,8-Dichloro-1,2,3,4-tetrahydroisoquinoline-6,7-diol hydro bromide (183 mg, 0.58 mmol), (E)-3-(2-methyl-6-(trifluoromethyl)pyridin-3-yl)acrylic acid (140 mg, 0.64 mmol), EDC.HCl (167 mg, 0.87 mmol), HOBt (89 mg, 0.58 mmol), DMAP (147 mg, 1.2 mmol) and Cs2CO3 (391 mg, 1.2 mmol) were suspended in DMF (15 mL) and stirred at rt for 12 h. The reaction mixture was then diluted with water (30 mL) and extracted with EtOAc (3×30 mL). Combined organics were washed with NaHCO3 (2×30 mL, sat. aq.), water (3... The reactants are O=C1Nc2cccc(Br)c2CO1, CC(C)(C)OC(=O)N1CCNCC1, Cc1ccccc1, O=C(C=Cc1ccccc1)C=Cc1ccccc1, O=C(C=Cc1ccccc1)C=Cc1ccccc1, O=C(C=Cc1ccccc1)C=Cc1ccccc1, [Pd], [Pd], c1ccc(P(c2ccccc2)c2ccc3ccccc3c2-c2c(P(c3ccccc3)c3ccccc3)ccc3ccccc23)cc1. The product is CC(C)(C)OC(=O)N1CCN(c2cccc3c2COC(=O)N3)CC1. Reaction SMILES: [Br:1][c:2]1[cH:3][cH:4][cH:5][c:6]2[c:11]1[CH2:10][O:9][C:8](=[O:12])[NH:7]2.[C:13](=[O:14])([O:15][C:16]([CH3:17])([CH3:18])[CH3:19])[N:20]1[CH2:21][CH2:22][NH:23][CH2:24][CH2:25]1.[CH3:72][c:73]1[cH:74][cH:75][cH:76][cH:77][cH:78]1.[O:117]=[C:118]([CH:119]=[CH:120][c:121]1[cH:122][cH:123][cH:124][cH:125][cH:126]1)[CH:127]=[CH:128][c:129]1[cH:130][cH:131][cH:132][cH:133][cH:134]1.[O:81]=[C:82]([CH:83]=[CH:84][c:85]1[cH:86][cH:87][cH:88][cH:89][cH:90]1)[CH:91]=[CH:92][c:93]1[cH:94][cH:95][cH:96][cH:97][cH:98]1.[O:99]=[C:100]([CH:101]=[CH:102][c:103]1[cH:104][cH:105][cH:106][cH:107][cH:108]1)[CH:109]=[CH:110][c:111]1[cH:112][cH:113][cH:114][cH:115][cH:116]1.[Pd:79].[Pd:80].[cH:26]1[cH:27][cH:28][c:29]([P:30]([c:31]2[cH:32][cH:33][c:34]3[c:35]([cH:36][cH:37][cH:38][cH:39]3)[c:40]2-[c:41]2[c:42]3[c:43]([cH:44][cH:45][cH:46][cH:47]3)[cH:48][cH:49][c:50]2[P:51]([c:52]2[cH:53][cH:54][cH:55][cH:56][cH:57]2)[c:58]2[cH:59][cH:60][cH:61][cH:62][cH:63]2)[c:64]2[cH:65][cH:66][cH:67][cH:68][cH:69]2)[cH:70][cH:71]1>>[c:2]1([N:23]2[CH2:22][CH2:21][N:20]([C:13](=[O:14])[O:15][C:16]([CH3:17])([CH3:18])[CH3:19])[CH2:25][CH2:24]2)[cH:3][cH:4][cH:5][c:6]2[c:11]1[CH2:10][O:9][C:8](=[O:12])[NH:7]2. Starting materials: COc1ccc(P2(=S)SP(=S)(c3ccc(OC)cc3)S2)cc1, COCCOC, CC1(c2cc(NC(=O)c3ccc(Cl)cc3)ccc2F)COCC(N)=N1. Product: CC1(c2cc(NC(=S)c3ccc(Cl)cc3)ccc2F)COCC(N)=N1. Reaction SMILES: [CH3:26][O:27][c:28]1[cH:29][cH:30][c:31]([P:32]2(=[S:35])[S:33][P:34]([c:36]3[cH:37][cH:38][c:39]([O:40][CH3:41])[cH:42][cH:43]3)(=[S:44])[S:45]2)[cH:46][cH:47]1.[CH3:48][O:49][CH2:50][CH2:51][O:52][CH3:53].[NH2:1][C:2]1=[N:3][C:4]([CH3:8])([c:9]2[cH:10][c:11]([NH:16][C:17]([c:18]3[cH:19][cH:20][c:21]([Cl:24])[cH:22][cH:23]3)=[O:25])[cH:12][cH:13][c:14]2[F:15])[CH2:5][O:6][CH2:7]1>>[NH2:1][C:2]1=[N:3][C:4]([CH3:8])([c:9]2[cH:10][c:11]([NH:16][C:17]([c:18]3[cH:19][cH:20][c:21]([Cl:24])[cH:22][cH:23]3)=[S:35])[cH:12][cH:13][c:14]2[F:15])[CH2:5][O:6][CH2:7]1.